From a dataset of the Open Reaction Database (ORD), a public repository of structured organic reaction records. describe an organic reaction: reactants, conditions, products, and yield Starting materials: CC1=CC(=C(C=2NC3=CC=CC=C3C12)SC)CC(=O)OC(C)(C)C (tert-butyl (4-methyl-1-methylthiocarbazol-2-yl)acetate), CS(=O)(=O)Cl (methylsulfonyl chloride). Product: CS(=O)(=O)N1C2=CC=CC=C2C=2C(=CC(=C(C12)SC)CC(=O)OC(C)(C)C)C (tert-Butyl [9-Methylsulfonyl-4-methyl-1-methylthiocarbazol-2-yl]acetate). Isolated yield 95.0%. RXN SMILES: [CH3:1][C:2]1[C:14]2[C:13]3[C:8](=[CH:9][CH:10]=[CH:11][CH:12]=3)[NH:7][C:6]=2[C:5]([S:15][CH3:16])=[C:4]([CH2:17][C:18]([O:20][C:21]([CH3:24])([CH3:23])[CH3:22])=[O:19])[CH:3]=1.[CH3:25][S:26](Cl)(=[O:28])=[O:27]>>[CH3:25][S:26]([N:7]1[C:6]2[C:5]([S:15][CH3:16])=[C:4]([CH2:17][C:18]([O:20][C:21]([CH3:24])([CH3:23])[CH3:22])=[O:19])[CH:3]=[C:2]([CH3:1])[C:14]=2[C:13]2[C:8]1=[CH:9][CH:10]=[CH:11][CH:12]=2)(=[O:28])=[O:27]. Reported procedure: Following a procedure and using relative proportions of starting materials similar to those described in Example 4, but using tert-butyl (4-methyl-1-methylthiocarbazol-2-yl)acetate and methylsulfonyl chloride as starting materials, the title compound was obtained in a yield of 95% as an oil. Reactants: CC1=CN2[C@H]3C[C@@H]([C@H](O3)CO)OC2=NC1=O (2,3'-Anhydrothymidine), [N-]=[N+]=[N-].[Na+] (NaN3), solid. The solvent is CN(C)C=O (DMF), O (H2O), O (H2O), O (water). Yields the product N(=[N+]=[N-])[C@H]1C[C@@H](O[C@@H]1CO)N1C(=O)NC(=O)C(C)=C1 (3'-Azido-3'-Deoxythymidine). Reaction SMILES: [CH3:1][C:2]1[C:15](=[O:16])[N:14]=[C:13]2[N:4]([C@@H:5]3[O:9][C@H:8]([CH2:10][OH:11])[C@@H:7]([O:12]2)[CH2:6]3)[CH:3]=1.[N-:17]=[N+:18]=[N-:19].[Na+]>CN(C=O)C.O>[N:17]([C@@H:7]1[C@@H:8]([CH2:10][OH:11])[O:9][C@@H:5]([N:4]2[CH:3]=[C:2]([CH3:1])[C:15](=[O:16])[NH:14][C:13]2=[O:12])[CH2:6]1)=[N+:18]=[N-:19] |f:1.2|. Reported procedure: 2,3'-Anhydrothymidine (25 O: 0.1115 mol) and NaN3 (29 g, 0.446 mol) was suspended in a mixture of 250 ml DMF and 38 ml H2O. The reaction was refluxed for 5 hours at which time it was poured into 1 liter of H2O. The aqueous solution was extracted with EtOAc (3×700 ml). The EtOAc was dried over Na2SO4, filtered and the EtOAoac was removed in vacuo to yield a viscous oil. This oil was stirred with 200 ml water resulting in a solid 9.15 g (0.0342 mol, 30.7%). mp=116°-118° C. Reactants: CN(C)C(=O)c1cc(Br)ccc1I, NC1CCC(N)CC1, [Cu]I, [K+], [K+], [K+], O=C1NCCO1, O=P([O-])([O-])[O-]. Yields the product CN(C)C(=O)c1cc(Br)ccc1N1CCOC1=O. As a reaction SMILES: [Br:1][c:2]1[cH:3][cH:4][c:5]([I:13])[c:6]([C:7](=[O:8])[N:9]([CH3:10])[CH3:11])[cH:12]1.[CH:20]1([NH2:21])[CH2:22][CH2:23][CH:24]([NH2:25])[CH2:26][CH2:27]1.[Cu:36][I:37].[K+:33].[K+:34].[K+:35].[O:14]1[C:15](=[O:19])[NH:16][CH2:17][CH2:18]1.[P:28]([O-:29])([O-:30])([O-:31])=[O:32]>>[Br:1][c:2]1[cH:3][cH:4][c:5]([N:16]2[C:15](=[O:19])[O:14][CH2:18][CH2:17]2)[c:6]([C:7](=[O:8])[N:9]([CH3:10])[CH3:11])[cH:12]1. The reactants are mixture, Cl (hydrochloric acid), C(C)(=O)OO (peracetic acid), CC1=C(C(CC=C1O[Si](C)(C)C)(C)C)C=CC(C=C)(C)OC (1-[2,6,6-trimethyl-3-(trimethylsiloxy)-1,3-cyclohexadien-1-yl]-3-methoxy-3-methyl-1,4-pentadiene), C(O)([O-])=O.[Na+] (sodium hydrogen carbonate), O.O.O.S(=O)(=O)([O-])[O-].[Mg+2] (magnesium sulphate trihydrate). Solvent: CO (methanol), C(C)OCC (diethyl ether). The product is OC1C(C(=C(C(C1)(C)C)C=CC(C=C)(C)OC)C)=O (1-(4-hydroxy-3-oxo-2,6,6-trimethyl-1-cyclohexen-1-yl)- 3-methoxy-3-methyl-1,4-pentadiene). Yield: 100.0%. As a reaction SMILES: [CH3:1][C:2]1[C:7]([O:8][Si](C)(C)C)=[CH:6][CH2:5][C:4]([CH3:14])([CH3:13])[C:3]=1[CH:15]=[CH:16][C:17]([O:21][CH3:22])([CH3:20])[CH:18]=[CH2:19].C(=O)([O-])[OH:24].[Na+].O.O.O.S([O-])([O-])(=O)=O.[Mg+2].C(OO)(=O)C.Cl>CO.C(OCC)C>[OH:24][CH:6]1[CH2:5][C:4]([CH3:14])([CH3:13])[C:3]([CH:15]=[CH:16][C:17]([O:21][CH3:22])([CH3:20])[CH:18]=[CH2:19])=[C:2]([CH3:1])[C:7]1=[O:8] |f:1.2,3.4.5.6.7|. Procedure details: A mixture of 32.0 g of 1-[2,6,6-trimethyl-3-(trimethylsiloxy)-1,3-cyclohexadien-1-yl]-3-methoxy-3-methyl-1,4-pentadiene, 10.0 g of sodium hydrogen carbonate, 10.0 g of magnesium sulphate trihydrate and 500 ml of diethyl ether was stirred well at 2°-5° C., then treated dropwise with 26.45 g of 40% peracetic acid and left to warm to room temperature. The mixture was subsequently cooled to 0° C., treated dropwise with 90 ml of a mixture of methanol and 1N hydrochloric acid (vol. 1:1) and extracted ... Reactants: C(C)(=O)N[C@@H]1C(O)O[C@@H]([C@H]([C@@H]1O)O)CO (N-acetylmannosamine), C(=C)CC(=O)[O-] (Vinylacetate), C(C)(=O)OCC.CO (ethyl acetate methanol). Solvent: CN(C)C=O (DMF). Reaction conditions: time 5 hour. Product: C(C)(=O)OC[C@@H]1[C@H]([C@@H]([C@@H](C(O)O1)NC(C)=O)O)O (6-O-Acetyl N-acetylmannosamine). Yield: 92.0%. RXN SMILES: [C:1]([NH:4][C@H:5]1[C@@H:11]([OH:12])[C@H:10]([OH:13])[C@@H:9]([CH2:14][OH:15])[O:8][CH:6]1[OH:7])(=[O:3])[CH3:2].C([CH2:18][C:19]([O-])=[O:20])=C.C(OCC)(=O)C.CO>CN(C=O)C>[C:19]([O:15][CH2:14][C@H:9]1[O:8][CH:6]([OH:7])[C@@H:5]([NH:4][C:1](=[O:3])[CH3:2])[C@@H:11]([OH:12])[C@@H:10]1[OH:13])(=[O:20])[CH3:18] |f:2.3|. Procedure: In 2 mL of DMF were suspended 500 mg (2.2 mmol) of N-acetylmannosamine. Vinylacetate (1 mL, 5 equivalent) and 160 mg of subtilisin mutant 8399 [Zhong et al., J. Am. Chem. Soc., 113:683 (1991)] were then added and the suspension was stirred vigorously at room temperature. The reaction progress was monitored by TLC with ethyl acetate/methanol (2/1). After 5 hours when the formation of the di-acetylated derivatives began, the reaction was stopped by evaporating the vinylacetate and DMF. Methanol wa... Reactants: COC(=O)c1cc(N)cc(SC)c1, CN(C)c1ccncc1, CCOC(C)=O, CCCCl, ClCCl, Cl, O=S(=O)(Cl)Cl, c1ccncc1. The product is COC(=O)c1cc(NS(=O)(=O)CCCCl)cc(SC)c1. RXN SMILES: [CH3:2][O:3][C:4]([c:5]1[cH:6][c:7]([NH2:13])[cH:8][c:9]([S:11][CH3:12])[cH:10]1)=[O:14].[CH3:33][N:34]([c:35]1[cH:36][cH:37][n:38][cH:39][cH:40]1)[CH3:41].[CH3:42][CH2:43][O:44][C:45]([CH3:46])=[O:47].[Cl:26][CH2:27][CH2:28][CH3:29].[Cl:30][CH2:31][Cl:32].[ClH:1].[S:21](=[O:22])(=[O:23])([Cl:24])[Cl:25].[cH:15]1[cH:16][cH:17][n:18][cH:19][cH:20]1>>[CH3:2][O:3][C:4]([c:5]1[cH:6][c:7]([NH:13][S:21](=[O:22])(=[O:23])[CH2:29][CH2:28][CH2:27][Cl:26])[cH:8][c:9]([S:11][CH3:12])[cH:10]1)=[O:14]. Starting materials: COC(=O)C(CCSC)NC(=O)CNC(=O)OC(C)(C)C, NO, C1COCCO1. Yields the product CSCCC(NC(=O)CNC(=O)OC(C)(C)C)C(=O)NO. RXN SMILES: [CH3:1][C:2]([O:3][C:4]([NH:5][CH2:6][C:7]([NH:8][CH:9]([CH2:10][CH2:11][S:12][CH3:13])[C:14](=[O:15])[O:16][CH3:17])=[O:18])=[O:19])([CH3:20])[CH3:21].[NH2:22][OH:23].[O:24]1[CH2:25][CH2:26][O:27][CH2:28][CH2:29]1>>[CH3:1][C:2]([O:3][C:4]([NH:5][CH2:6][C:7]([NH:8][CH:9]([CH2:10][CH2:11][S:12][CH3:13])[C:14](=[O:15])[NH:22][OH:23])=[O:18])=[O:19])([CH3:20])[CH3:21]. Starting materials: CC(=O)c1cc(O)cc(C(C)(C)C)c1, ClCCl, OCCC(F)(F)F, O=C(N=NC(=O)OCc1ccc(Cl)cc1)OCc1ccc(Cl)cc1, c1ccc(P(c2ccccc2)c2ccccc2)cc1. RXN SMILES: [C:1]([CH3:2])([CH3:3])([CH3:4])[c:5]1[cH:6][c:7]([C:12]([CH3:13])=[O:14])[cH:8][c:9]([OH:11])[cH:10]1.[Cl:65][CH2:66][Cl:67].[F:15][C:16]([CH2:17][CH2:18][OH:19])([F:20])[F:21].[N:41]([C:42]([O:43][CH2:44][c:45]1[cH:46][cH:47][c:48]([Cl:49])[cH:50][cH:51]1)=[O:52])=[N:53][C:54]([O:55][CH2:56][c:57]1[cH:58][cH:59][c:60]([Cl:61])[cH:62][cH:63]1)=[O:64].[c:22]1([P:23]([c:24]2[cH:25][cH:26][cH:27][cH:28][cH:29]2)[c:30]2[cH:31][cH:32][cH:33][cH:34][cH:35]2)[cH:36][cH:37][cH:38][cH:39][cH:40]1>>[C:1]([CH3:2])([CH3:3])([CH3:4])[c:5]1[cH:6][c:7]([C:12]([CH3:13])=[O:14])[cH:8][c:9]([O:11][CH2:18][CH2:17][C:16]([F:15])([F:20])[F:21])[cH:10]1. Yields the product CC(=O)c1cc(OCCC(F)(F)F)cc(C(C)(C)C)c1. Reactants: CC(C)(C)OC(=O)N1CCC(N)CC1, CCN(C(C)C)C(C)C, CC#N, COc1nc(Cl)nc(Cl)n1, O. Product: COc1nc(Cl)nc(NC2CCN(C(=O)OC(C)(C)C)CC2)n1. Reaction SMILES: [C:11]([CH3:12])([CH3:13])([CH3:14])[O:15][C:16](=[O:17])[N:18]1[CH2:19][CH2:20][CH:21]([NH2:24])[CH2:22][CH2:23]1.[CH2:25]([N:26]([CH:27]([CH3:28])[CH3:29])[CH:30]([CH3:31])[CH3:32])[CH3:33].[CH3:35][C:36]#[N:37].[Cl:1][c:2]1[n:3][c:4]([O:9][CH3:10])[n:5][c:6]([Cl:8])[n:7]1.[OH2:34]>>[c:2]1([NH:24][CH:21]2[CH2:20][CH2:19][N:18]([C:16]([O:15][C:11]([CH3:12])([CH3:13])[CH3:14])=[O:17])[CH2:23][CH2:22]2)[n:3][c:4]([O:9][CH3:10])[n:5][c:6]([Cl:8])[n:7]1.